Dataset: the Open Reaction Database (ORD), a public repository of structured organic reaction records. Task: describe an organic reaction: reactants, conditions, products, and yield RXN SMILES: Br[C:2]1[CH:7]=[CH:6][C:5]([C:8]2[O:12][N:11]=[C:10]([CH3:13])[C:9]=2[N:14]([CH3:25])[CH:15]([CH3:24])[CH2:16][CH2:17][C:18]2[CH:23]=[CH:22][CH:21]=[CH:20][CH:19]=2)=[CH:4][CH:3]=1.[CH2:26]([O:28][C:29]([C:31]1([C:34]2[CH:39]=[CH:38][C:37](B3OC(C)(C)C(C)(C)O3)=[CH:36][CH:35]=2)[CH2:33][CH2:32]1)=[O:30])[CH3:27]>>[CH2:26]([O:28][C:29]([C:31]1([C:34]2[CH:39]=[CH:38][C:37]([C:2]3[CH:7]=[CH:6][C:5]([C:8]4[O:12][N:11]=[C:10]([CH3:13])[C:9]=4[N:14]([CH3:25])[CH:15]([CH3:24])[CH2:16][CH2:17][C:18]4[CH:23]=[CH:22][CH:21]=[CH:20][CH:19]=4)=[CH:4][CH:3]=3)=[CH:36][CH:35]=2)[CH2:32][CH2:33]1)=[O:30])[CH3:27]. The product is C(C)OC(=O)C1(CC1)C1=CC=C(C=C1)C1=CC=C(C=C1)C1=C(C(=NO1)C)N(C(CCC1=CC=CC=C1)C)C (1-(4′-{3-Methyl-4-[methyl-(1-methyl-3-phenyl-propyl)-amino]-isoxazol-5-yl}-biphenyl-4-yl)-cyclopropanecarboxylic acid ethyl ester). The reactants are BrC1=CC=C(C=C1)C1=C(C(=NO1)C)N(C(CCC1=CC=CC=C1)C)C ([5-(4-bromo-phenyl)-3-methyl-isoxazol-4-yl]-methyl-(1-methyl-3-phenyl-propyl)-amine), C(C)OC(=O)C1(CC1)C1=CC=C(C=C1)B1OC(C(O1)(C)C)(C)C (1-[4-(4,4,5,5-tetramethyl-[1,3,2]dioxaborolan-2-yl)-phenyl]-cyclopropanecarboxylic acid ethyl ester). Procedure details: Prepared according to the procedure described in Example 3, Step 5, using [5-(4-bromo-phenyl)-3-methyl-isoxazol-4-yl]-methyl-(1-methyl-3-phenyl-propyl)-amine and 1-[4-(4,4,5,5-tetramethyl-[1,3,2]dioxaborolan-2-yl)-phenyl]-cyclopropanecarboxylic acid ethyl ester. The reactants are ClC=1C=CN2C(C(=CC(=C2C1C)C1CC1)C(=O)OC)=O (methyl 8-chloro-1-cyclopropyl-9-methyl-4-oxo-4H-quinolizine-3-carboxylate), CC1(OB(OC1(C)C)C=1C=C2C(=NC1)NC=C2)C (5-(4,4,5,5-tetramethyl-1,3,2-dioxaborolan-2-yl)-1H-pyrrolo[2,3-b]pyridine). The product is N1C=CC=2C1=NC=C(C2)C=2C=CN1C(C(=CC(=C1C2C)C2CC2)C(=O)OC)=O (Methyl 8-(1H-pyrrolo[2,3-b]pyridin-5-yl)-1-cyclopropyl-9-methyl-4-oxo-4H-quinolizine-3-carboxylate). RXN SMILES: Cl[C:2]1[CH:3]=[CH:4][N:5]2[C:10]([C:11]=1[CH3:12])=[C:9]([CH:13]1[CH2:15][CH2:14]1)[CH:8]=[C:7]([C:16]([O:18][CH3:19])=[O:17])[C:6]2=[O:20].CC1(C)C(C)(C)OB([C:29]2[CH:30]=[C:31]3[CH:37]=[CH:36][NH:35][C:32]3=[N:33][CH:34]=2)O1>>[NH:35]1[C:32]2=[N:33][CH:34]=[C:29]([C:2]3[CH:3]=[CH:4][N:5]4[C:10]([C:11]=3[CH3:12])=[C:9]([CH:13]3[CH2:15][CH2:14]3)[CH:8]=[C:7]([C:16]([O:18][CH3:19])=[O:17])[C:6]4=[O:20])[CH:30]=[C:31]2[CH:37]=[CH:36]1. Reported procedure: Methyl 8-(1H-pyrrolo[2,3-b]pyridin-5-yl)-1-cyclopropyl-9-methyl-4-oxo-4H-quinolizine-3-carboxylate was prepared according to General Procedure A′ from methyl 8-chloro-1-cyclopropyl-9-methyl-4-oxo-4H-quinolizine-3-carboxylate (100 mg, 0.34 mmol) and 5-(4,4,5,5-tetramethyl-1,3,2-dioxaborolan-2-yl)-1H-pyrrolo[2,3-b]pyridine (100.3 mg, 0.41 mmol). Reactants: COc1cc2c(cc1CNC1CCCN(C(=O)OC(C)(C)C)C1c1ccccc1)-n1nnnc1CC2, COc1cc2c(cc1C=O)N1CCN=C1CC2, CC(C)(C)OC(=O)N1CCCC(N)C1c1ccccc1. Product: COc1cc2c(cc1CNC1CCCN(C(=O)OC(C)(C)C)C1c1ccccc1)N1CCN=C1CC2. RXN SMILES: [C:38]([O:39][C:40]([N:41]1[CH2:42][CH2:43][CH2:44][CH:45]([NH:46][CH2:47][c:48]2[cH:49][c:50]3[c:51]([cH:59][c:60]2[O:61][CH3:62])[CH2:52][CH2:53][c:54]2[n:55]-3[n:56][n:57][n:58]2)[CH:63]1[c:64]1[cH:65][cH:66][cH:67][cH:68][cH:69]1)=[O:70])([CH3:71])([CH3:72])[CH3:73].[CH3:1][O:2][c:3]1[cH:4][c:5]2[c:10]([cH:11][c:12]1[CH:13]=[O:14])[N:9]1[C:8](=[N:17][CH2:16][CH2:15]1)[CH2:7][CH2:6]2.[NH2:18][CH:19]1[CH:20]([c:32]2[cH:33][cH:34][cH:35][cH:36][cH:37]2)[N:21]([C:25](=[O:26])[O:27][C:28]([CH3:29])([CH3:30])[CH3:31])[CH2:22][CH2:23][CH2:24]1>>[CH3:1][O:2][c:3]1[cH:4][c:5]2[c:10]([cH:11][c:12]1[CH2:13][NH:18][CH:19]1[CH:20]([c:32]3[cH:33][cH:34][cH:35][cH:36][cH:37]3)[N:21]([C:25](=[O:26])[O:27][C:28]([CH3:29])([CH3:30])[CH3:31])[CH2:22][CH2:23][CH2:24]1)[N:9]1[C:8](=[N:17][CH2:16][CH2:15]1)[CH2:7][CH2:6]2. The reactants are ClC1=CC=C(CNC(=O)C=2C(=C3C(=NC2)SC(=C3)I)O)C=C1 (N-(4-chlorobenzyl)-4-hydroxy-2-iodothieno[2,3-b]pyridine-5-carboxamide), C(C#C)O (propargyl alcohol). Reagents/catalysts: [Cu](I)I (copper iodide), Cl[Pd]([P](C1=CC=CC=C1)(C2=CC=CC=C2)C3=CC=CC=C3)([P](C4=CC=CC=C4)(C5=CC=CC=C5)C6=CC=CC=C6)Cl (Pd(PPh3)2Cl2). The solvent is C(C)NCC (diethylamine). Run at time 3 day. The product is ClC1=CC=C(CNC(=O)C=2C(=C3C(=NC2)SC(=C3)C#CCO)O)C=C1 (N-(4-Chlorobenzyl)-4-hydroxy-2-(3-hydroxy-1-propynyl)thieno[2,3-b]pyridine-5-carboxamide). Yield: 20.0%. RXN SMILES: [Cl:1][C:2]1[CH:22]=[CH:21][C:5]([CH2:6][NH:7][C:8]([C:10]2[C:11]([OH:20])=[C:12]3[CH:18]=[C:17](I)[S:16][C:13]3=[N:14][CH:15]=2)=[O:9])=[CH:4][CH:3]=1.[CH2:23]([OH:26])[C:24]#[CH:25]>C(NCC)C.[Cu](I)I.Cl[Pd](Cl)([P](C1C=CC=CC=1)(C1C=CC=CC=1)C1C=CC=CC=1)[P](C1C=CC=CC=1)(C1C=CC=CC=1)C1C=CC=CC=1>[Cl:1][C:2]1[CH:22]=[CH:21][C:5]([CH2:6][NH:7][C:8]([C:10]2[C:11]([OH:20])=[C:12]3[CH:18]=[C:17]([C:25]#[C:24][CH2:23][OH:26])[S:16][C:13]3=[N:14][CH:15]=2)=[O:9])=[CH:4][CH:3]=1 |^1:37,56|. Procedure: To a suspension of N-(4-chlorobenzyl)-4-hydroxy-2-iodothieno[2,3-b]pyridine-5-carboxamide (Example No. 2) (1.00 g) in diethylamine (28 mL) is added copper iodide (0.128 g) and Pd(PPh3)2Cl2 (0.032 g) followed by addition of propargyl alcohol (0.16 mL). The reaction is stirred at rt for 3 d. The reaction mixture is partitioned between H2O (100 mL) and ethyl acetate (100 mL). The organic layer is removed, and the aqueous layer is extracted with ethyl acetate (2×100 mL). Combined organic layers are ... Reactants: CI, COc1ccc([N+](=O)[O-])cc1CC(=O)OC(c1ccccc1)c1ccccc1. The product is COc1ccc([N+](=O)[O-])cc1C(C)C(=O)OC(c1ccccc1)c1ccccc1. As a reaction SMILES: [CH3:29][I:30].[c:1]1([CH:7]([c:8]2[cH:9][cH:10][cH:11][cH:12][cH:13]2)[O:14][C:15]([CH2:16][c:17]2[c:18]([O:26][CH3:27])[cH:19][cH:20][c:21]([N+:23](=[O:24])[O-:25])[cH:22]2)=[O:28])[cH:2][cH:3][cH:4][cH:5][cH:6]1>>[c:1]1([CH:7]([c:8]2[cH:9][cH:10][cH:11][cH:12][cH:13]2)[O:14][C:15]([CH:16]([c:17]2[c:18]([O:26][CH3:27])[cH:19][cH:20][c:21]([N+:23](=[O:24])[O-:25])[cH:22]2)[CH3:29])=[O:28])[cH:2][cH:3][cH:4][cH:5][cH:6]1. Reactants: ClCCl, OCc1cnc(-c2cccc(I)c2)o1. The product is O=Cc1cnc(-c2cccc(I)c2)o1. Reaction SMILES: [Cl:15][CH2:16][Cl:17].[OH:1][CH2:2][c:3]1[cH:4][n:5][c:6](-[c:8]2[cH:9][c:10]([I:14])[cH:11][cH:12][cH:13]2)[o:7]1>>[O:1]=[CH:2][c:3]1[cH:4][n:5][c:6](-[c:8]2[cH:9][c:10]([I:14])[cH:11][cH:12][cH:13]2)[o:7]1. The reactants are ClC(=C(C)C)N(C)C (1-Chloro-N,N,2-trimethyl-1-propenylamine), N1(CCC1)C(=O)C1=CC=C(C=N1)OC=1C=C(C(=O)O)C=C(C1)O[C@@H]1COCC1 (3-{[6-(azetidin-1-ylcarbonyl)pyridin-3-yl]oxy}-5-[(3S)-tetrahydrofuran-3-yloxy]benzoic acid), Cl.FC(N1N=C(C=C1)N)F (1-(difluoromethyl)pyrazol-3-amine hydrochloride), CCN(C(C)C)C(C)C (DIPEA). Run in C(Cl)Cl (DCM). Conditions: time 30 minute. Product: N1(CCC1)C(=O)C1=CC=C(C=N1)OC=1C=C(C(=O)NC2=NN(C=C2)C(F)F)C=C(C1)O[C@@H]1COCC1 (3-{[6-(Azetidin-1-ylcarbonyl)pyridin-3-yl]oxy}-N-[1-(difluoromethyl)-1H-pyrazol-3-yl]-5-[(3S)-tetrahydrofuran-3-yloxy]benzamide). Yield: 60.1%. Reaction SMILES: ClC(N(C)C)=C(C)C.[N:9]1([C:13]([C:15]2[N:20]=[CH:19][C:18]([O:21][C:22]3[CH:23]=[C:24]([CH:28]=[C:29]([O:31][C@H:32]4[CH2:36][CH2:35][O:34][CH2:33]4)[CH:30]=3)[C:25]([OH:27])=O)=[CH:17][CH:16]=2)=[O:14])[CH2:12][CH2:11][CH2:10]1.Cl.[F:38][CH:39]([F:46])[N:40]1[CH:44]=[CH:43][C:42]([NH2:45])=[N:41]1.CCN(C(C)C)C(C)C>C(Cl)Cl>[N:9]1([C:13]([C:15]2[N:20]=[CH:19][C:18]([O:21][C:22]3[CH:23]=[C:24]([CH:28]=[C:29]([O:31][C@H:32]4[CH2:36][CH2:35][O:34][CH2:33]4)[CH:30]=3)[C:25]([NH:45][C:42]3[CH:43]=[CH:44][N:40]([CH:39]([F:46])[F:38])[N:41]=3)=[O:27])=[CH:17][CH:16]=2)=[O:14])[CH2:10][CH2:11][CH2:12]1 |f:2.3|. Reported procedure: 1-Chloro-N,N,2-trimethyl-1-propenylamine (0.088 mL, 0.66 mmol) was added to a solution of 3-{[6-(azetidin-1-ylcarbonyl)pyridin-3-yl]oxy}-5-[(3S)-tetrahydrofuran-3-yloxy]benzoic acid (171 mg, 0.44 mmol) in DCM (10 mL) and the reaction was stirred at RT for 30 minutes. After this time 1-(difluoromethyl)pyrazol-3-amine hydrochloride (75 mg, 0.44 mmol) and DIPEA (0.154 mL, 0.89 mmol) were added sequentially. The resulting solution was stirred at RT for 16 hours after which time the solvent was remov... The reactants are NC=1C=CC2=C(N(C(=N2)SCC2=CN=CN2CCC)C)C1 (6-amino-1-methyl-2-(((1-propylimidazol-5-yl)methyl)sulfanyl)benzimidazole), C(CCC)OCCOC1=CC=C(C=C1)C=1C=CC2=C(C=C(CCN2CC(C)C)C(=O)O)C1 (7-[4-(2-butoxyethoxy)phenyl]-1-isobutyl-2,3-dihydro-1H-1-benzazepine-4-carboxylic acid), CN(C)C=O (DMF), S(=O)(Cl)Cl (thionyl chloride). The solvent is N1=CC=CC=C1 (pyridine), O1CCCC1 (tetrahydrofuran), O (water). Reaction conditions: time 1 hour. Product: C(CCC)OCCOC1=CC=C(C=C1)C=1C=CC2=C(C=C(CCN2CC(C)C)C(=O)NC=2C=CC3=C(N(C(=N3)SCC3=CN=CN3CCC)C)C2)C1 (7-[4-(2-butoxyethoxy)phenyl]-1-isobutyl-N-[1-methyl-2-(((1-propylimidazol-5-yl)methyl)sulfanyl)benzimidazol-6-yl]-2,3-dihydro-1H-1-benzazepine-4-carboxamide). The yield is 84.4%. RXN SMILES: [CH2:1]([O:5][CH2:6][CH2:7][O:8][C:9]1[CH:14]=[CH:13][C:12]([C:15]2[CH:16]=[CH:17][C:18]3[N:24]([CH2:25][CH:26]([CH3:28])[CH3:27])[CH2:23][CH2:22][C:21]([C:29](O)=[O:30])=[CH:20][C:19]=3[CH:32]=2)=[CH:11][CH:10]=1)[CH2:2][CH2:3][CH3:4].CN(C=O)C.S(Cl)(Cl)=O.[NH2:42][C:43]1[CH:44]=[CH:45][C:46]2[N:50]=[C:49]([S:51][CH2:52][C:53]3[N:57]([CH2:58][CH2:59][CH3:60])[CH:56]=[N:55][CH:54]=3)[N:48]([CH3:61])[C:47]=2[CH:62]=1>O1CCCC1.N1C=CC=CC=1.O>[CH2:1]([O:5][CH2:6][CH2:7][O:8][C:9]1[CH:10]=[CH:11][C:12]([C:15]2[CH:16]=[CH:17][C:18]3[N:24]([CH2:25][CH:26]([CH3:27])[CH3:28])[CH2:23][CH2:22][C:21]([C:29]([NH:42][C:43]4[CH:44]=[CH:45][C:46]5[N:50]=[C:49]([S:51][CH2:52][C:53]6[N:57]([CH2:58][CH2:59][CH3:60])[CH:56]=[N:55][CH:54]=6)[N:48]([CH3:61])[C:47]=5[CH:62]=4)=[O:30])=[CH:20][C:19]=3[CH:32]=2)=[CH:13][CH:14]=1)[CH2:2][CH2:3][CH3:4]. Procedure details: To a solution of 7-[4-(2-butoxyethoxy)phenyl]-1-isobutyl-2,3-dihydro-1H-1-benzazepine-4-carboxylic acid (252 mg) in tetrahydrofuran (10 ml) was added one droplet of DMF. Then, thionyl chloride (0.055 ml) was added to the mixture, and the mixture was stirred for 1 hour under nitrogen atmosphere. This solution was slowly added dropwise to a solution of 6-amino-1-methyl-2-(((1-propylimidazol-5-yl)methyl)sulfanyl)benzimidazole (158 mg) in pyridine (10 ml) at 0° C. under nitrogen atmosphere. The mixt... The reactants are Brc1ccc(Br)nc1, CC(C)(C)[O-], Cc1ccccc1, OCc1cc(-c2c(F)ccc(F)c2Cl)no1, [Na+], O=C(C=Cc1ccccc1)C=Cc1ccccc1, O=C(C=Cc1ccccc1)C=Cc1ccccc1, O=C(C=Cc1ccccc1)C=Cc1ccccc1, [Pd], [Pd]. The product is Fc1ccc(F)c(-c2cc(COc3ccc(Br)cn3)on2)c1Cl. Reaction SMILES: [Br:1][c:2]1[n:3][cH:4][c:5]([Br:8])[cH:6][cH:7]1.[CH3:25][C:26]([CH3:27])([O-:28])[CH3:29].[CH3:31][c:32]1[cH:33][cH:34][cH:35][cH:36][cH:37]1.[Cl:9][c:10]1[c:11](-[c:18]2[n:19][o:20][c:21]([CH2:23][OH:24])[cH:22]2)[c:12]([F:17])[cH:13][cH:14][c:15]1[F:16].[Na+:30].[O:40]=[C:41]([CH:42]=[CH:43][c:44]1[cH:45][cH:46][cH:47][cH:48][cH:49]1)[CH:50]=[CH:51][c:52]1[cH:53][cH:54][cH:55][cH:56][cH:57]1.[O:58]=[C:59]([CH:60]=[CH:61][c:62]1[cH:63][cH:64][cH:65][cH:66][cH:67]1)[CH:68]=[CH:69][c:70]1[cH:71][cH:72][cH:73][cH:74][cH:75]1.[O:76]=[C:77]([CH:78]=[CH:79][c:80]1[cH:81][cH:82][cH:83][cH:84][cH:85]1)[CH:86]=[CH:87][c:88]1[cH:89][cH:90][cH:91][cH:92][cH:93]1.[Pd:38].[Pd:39]>>[c:2]1([O:24][CH2:23][c:21]2[o:20][n:19][c:18](-[c:11]3[c:10]([Cl:9])[c:15]([F:16])[cH:14][cH:13][c:12]3[F:17])[cH:22]2)[n:3][cH:4][c:5]([Br:8])[cH:6][cH:7]1. Starting materials: CC(C)(C)OC(=O)N1CCOC(Cc2ccccc2OC(F)F)C1, Cl. The product is FC(F)Oc1ccccc1CC1CNCCO1. RXN SMILES: [C:1]([O:2][C:3]([CH3:4])([CH3:5])[CH3:6])(=[O:7])[N:8]1[CH2:9][CH:10]([CH2:14][c:15]2[c:16]([O:21][CH:22]([F:23])[F:24])[cH:17][cH:18][cH:19][cH:20]2)[O:11][CH2:12][CH2:13]1.[ClH:25]>>[NH:8]1[CH2:9][CH:10]([CH2:14][c:15]2[c:16]([O:21][CH:22]([F:23])[F:24])[cH:17][cH:18][cH:19][cH:20]2)[O:11][CH2:12][CH2:13]1.